Task: describe an organic reaction: reactants, conditions, products, and yield. Dataset: the Open Reaction Database (ORD), a public repository of structured organic reaction records The reactants are FC1=C(C(=C(C=C1F)F)F)C(Cl)(Cl)Cl (2,3,5,6-tetrafluorobenzotrichloride), [C]=O (carbon monoxide), Cl (hydrogen chloride). Reagents/catalysts: [Fe](Cl)(Cl)Cl (iron(III) chloride). The solvent is C(=O)O (formic acid). Run at temperature 60 celsius. Product: FC1=C(C(=O)Cl)C(=C(C=C1F)F)F (2,3,5,6-Tetrafluorobenzoyl chloride). RXN SMILES: [F:1][C:2]1[C:7]([F:8])=[CH:6][C:5]([F:9])=[C:4]([F:10])[C:3]=1[C:11]([Cl:14])(Cl)Cl.[C]=[O:16].Cl>[Fe](Cl)(Cl)Cl.C(O)=O>[F:1][C:2]1[C:7]([F:8])=[CH:6][C:5]([F:9])=[C:4]([F:10])[C:3]=1[C:11]([Cl:14])=[O:16] |^3:14|. Procedure details: 268 g of 2,3,5,6-tetrafluorobenzotrichloride were placed in a 0.5 1 four necked flask. After addition of 5.4 g of iron(III) chloride, the mixture was heated to 60° C. with stirring. 46 g of formic acid were metered in over 6 hours at 60°-65° C. Vigorous gas development (carbon monoxide, hydrogen chloride) began immediately. The gas stream was fed to an absorption tower via a cooler. After addition was complete, the mixture was further stirred for two more hours at 60° C. The product was then dis... Starting materials: [Cl-], Cc1cc(CCl)ccc1Sc1ccccc1, [Na+], N#C[Na], O. The product is Cc1cc(CC#N)ccc1Sc1ccccc1. Reaction SMILES: [Cl-:21].[Cl:1][CH2:2][c:3]1[cH:4][c:5]([CH3:16])[c:6]([S:9][c:10]2[cH:11][cH:12][cH:13][cH:14][cH:15]2)[cH:7][cH:8]1.[Na+:20].[Na:17][C:18]#[N:19].[OH2:22]>>[CH2:2]([c:3]1[cH:4][c:5]([CH3:16])[c:6]([S:9][c:10]2[cH:11][cH:12][cH:13][cH:14][cH:15]2)[cH:7][cH:8]1)[C:18]#[N:19]. Starting materials: C([O-])(O)=O.[Na+] (sodium bicarbonate), C(C)(=O)O[BH-](OC(C)=O)OC(C)=O.[Na+] (Sodium triacetoxyborohydride), NC=1C2=C(N=CN1)N(C=C2C2=CC=C(C=C2)OC2=CC=CC=C2)C2CCC(CC2)=O (4-[4-amino-5-(4-phenoxyphenyl)-7H-pyrrolo[2,3-d]pyrimidin-7-yl]cyclohexanone), CN([C@H]1CNCC1)C ((3R)-(+)-3-(dimethylamino)pyrrolidine), C(C)(=O)O (acetic acid). Run in O (Water), ClCCCl (1,2-dichloroethane), C(Cl)Cl (CH2Cl2), CO (MeOH), C(Cl)Cl (CH2Cl2), C(Cl)Cl (CH2Cl2), CO (MeOH), C(Cl)Cl (CH2Cl2), C(Cl)Cl (CH2Cl2), CO (MeOH), CO (MeOH), CO (MeOH). Reaction conditions: time 30 minute. Yields the product CN([C@H]1CN(CC1)[C@H]1CC[C@H](CC1)N1C=C(C2=C1N=CN=C2N)C2=CC=C(C=C2)OC2=CC=CC=C2)C (cis-7-{4-[(3R)-3-(dimethylamino)tetrahydro-1H-1-pyrrolyl]cyclohexyl}-5-(4-phenoxyphenyl)-7H-pyrrolo[2,3-d]pyrimidin-4-amine), CN([C@H]1CN(CC1)[C@@H]1CC[C@H](CC1)N1C=C(C2=C1N=CN=C2N)C2=CC=C(C=C2)OC2=CC=CC=C2)C (trans-7-{4-[(3R)-3-(dimethylamino)tetrahydro-1H-1-pyrrolyl]cyclohexyl}-5-(4-phenoxyphenyl)-7H-pyrrolo[2,3-d]pyrimidin-4-amine). RXN SMILES: [NH2:1][C:2]1[C:3]2[C:10]([C:11]3[CH:16]=[CH:15][C:14]([O:17][C:18]4[CH:23]=[CH:22][CH:21]=[CH:20][CH:19]=4)=[CH:13][CH:12]=3)=[CH:9][N:8]([CH:24]3[CH2:29][CH2:28][C:27](=O)[CH2:26][CH2:25]3)[C:4]=2[N:5]=[CH:6][N:7]=1.[CH3:31][N:32]([CH3:38])[C@@H:33]1[CH2:37][CH2:36][NH:35][CH2:34]1.C(O)(=O)C.C(O[BH-](OC(=O)C)OC(=O)C)(=O)C.[Na+].C(=O)(O)[O-].[Na+]>ClCCCl.C(Cl)Cl.CO.O>[CH3:31][N:32]([CH3:38])[C@@H:33]1[CH2:37][CH2:36][N:35]([C@@H:27]2[CH2:26][CH2:25][C@H:24]([N:8]3[C:4]4[N:5]=[CH:6][N:7]=[C:2]([NH2:1])[C:3]=4[C:10]([C:11]4[CH:12]=[CH:13][C:14]([O:17][C:18]5[CH:23]=[CH:22][CH:21]=[CH:20][CH:19]=5)=[CH:15][CH:16]=4)=[CH:9]3)[CH2:29][CH2:28]2)[CH2:34]1.[CH3:31][N:32]([CH3:38])[C@@H:33]1[CH2:37][CH2:36][N:35]([C@H:27]2[CH2:26][CH2:25][C@H:24]([N:8]3[C:4]4[N:5]=[CH:6][N:7]=[C:2]([NH2:1])[C:3]=4[C:10]([C:11]4[CH:12]=[CH:13][C:14]([O:17][C:18]5[CH:23]=[CH:22][CH:21]=[CH:20][CH:19]=5)=[CH:15][CH:16]=4)=[CH:9]3)[CH2:29][CH2:28]2)[CH2:34]1 |f:3.4,5.6|. Reported procedure: A mixture of 4-[4-amino-5-(4-phenoxyphenyl)-7H-pyrrolo[2,3-d]pyrimidin-7-yl]cyclohexanone (100 g, 2.51 mmol), (3R)-(+)-3-(dimethylamino)pyrrolidine (0.86 g, 7.5 mmol), and acetic acid (0.43 mL, 7.5 mmol) in 1,2-dichloroethane (45 mL) was stirred at ambient temperature under an atmosphere of nitrogen for 30 minutes. Sodium triacetoxyborohydride (0.689 g, 3.26 mmol) was added and the mixture stirred at ambient temperature for 22 hours. Water (50 mL) and sodium bicarbonate (1.35 g, 16.1 mmol) were ... Starting materials: [N+](=O)([O-])C1=CC=C(C=C1)O (4-nitrophenol), C([O-])([O-])=O.[K+].[K+] (potassium carbonate), [I-].[K+] (potassium iodide), P(=O)([O-])([O-])O.[Na+].[Na+] (disodium phosphate), CC(=O)C (acetone), methyl 2-chloro propionate. Product: COC(C(C)OC1=CC=C(C=C1)[N+](=O)[O-])=O (2-(4-nitrophenoxy)-propionic acid methyl ester). RXN SMILES: [N+:1]([C:4]1[CH:9]=[CH:8][C:7](O)=[CH:6][CH:5]=1)([O-:3])=[O:2].[C:11](=O)([O-])[O-:12].[K+].[K+].[I-].[K+].P(O)([O-])([O-])=[O:20].[Na+].[Na+].[CH3:26][C:27]([CH3:29])=[O:28]>>[CH3:11][O:12][C:26](=[O:20])[CH:27]([O:28][C:7]1[CH:8]=[CH:9][C:4]([N+:1]([O-:3])=[O:2])=[CH:5][CH:6]=1)[CH3:29] |f:1.2.3,4.5,6.7.8|. Procedure: Into a mixture of 4-nitrophenol (90 g), potassium carbonate (268 g), potassium iodide (10 g) and disodium phosphate (10 g) in anhydrous acetone (900 ml) was added methyl 2-chloro propionate (95 g). The reaction mixture was stirred and refluxed for 24 hours. Acetone was distilled off and water (1.5 liter) was added to the reaction mixture. Crude 2-(4-nitrophenoxy)-propionic acid methyl ester was filtered, dried and recrystallised from methanol to obtain pure 2-(4-nitrophenoxy)-propionic acid meth... As a reaction SMILES: [NH:1]([C:3]1[N:8]=[N:7][C:6]2[CH2:9][CH2:10][CH2:11][CH2:12][CH2:13][CH2:14][C:5]=2[CH:4]=1)[NH2:2].[C:15]1(=O)[CH2:20][CH2:19][CH2:18][CH2:17][CH2:16]1>>[C:15]1(=[N:2][NH:1][C:3]2[N:8]=[N:7][C:6]3[CH2:9][CH2:10][CH2:11][CH2:12][CH2:13][CH2:14][C:5]=3[CH:4]=2)[CH2:20][CH2:19][CH2:18][CH2:17][CH2:16]1. The reactants are N(N)C1=CC2=C(N=N1)CCCCCC2 (3-hydrazino-5,6,7,8,9,10-hexahydrocyclooct[c]pyridazine), C1(CCCCC1)=O (cyclohexanone). The product is C1(CCCCC1)=NNC1=CC2=C(N=N1)CCCCCC2 (3-Cyclohexylidenehydrazino-5,6,7,8,9,10-hexahydrocycloocta[c]pyridazine). Procedure: A solution of 10.0 g of 3-hydrazino-5,6,7,8,9,10-hexahydrocyclooct[c]pyridazine in 100 cc of cyclohexanone is boiled at reflux at a bath temperature of 180° for 1 hour and 45 minutes. The mixture is concentrated in a vacuum, whereby the crystalline title compound is obtained and is recrystallized from isopropanol. M.P. 160°-162° (decomp.). Starting materials: CC(C)=C(Cl)N(C)C, ClCCl, COCC(C)Oc1cc(Oc2cnc(C(=O)N3CCC3)cn2)cc(C(=O)O)c1, Nc1ccccn1, c1ccncc1. Product: COCC(C)Oc1cc(Oc2cnc(C(=O)N3CCC3)cn2)cc(C(=O)Nc2ccccn2)c1. As a reaction SMILES: [Cl:1][C:2]([N:3]([CH3:4])[CH3:5])=[C:6]([CH3:7])[CH3:8].[Cl:50][CH2:51][Cl:52].[N:9]1([C:13](=[O:14])[c:15]2[n:16][cH:17][c:18]([O:21][c:22]3[cH:23][c:24]([C:25](=[O:26])[OH:27])[cH:28][c:29]([O:31][CH:32]([CH2:33][O:34][CH3:35])[CH3:36])[cH:30]3)[n:19][cH:20]2)[CH2:10][CH2:11][CH2:12]1.[NH2:37][c:38]1[n:39][cH:40][cH:41][cH:42][cH:43]1.[cH:44]1[cH:45][cH:46][n:47][cH:48][cH:49]1>>[N:9]1([C:13](=[O:14])[c:15]2[n:16][cH:17][c:18]([O:21][c:22]3[cH:23][c:24]([C:25](=[O:27])[NH:37][c:38]4[n:39][cH:40][cH:41][cH:42][cH:43]4)[cH:28][c:29]([O:31][CH:32]([CH2:33][O:34][CH3:35])[CH3:36])[cH:30]3)[n:19][cH:20]2)[CH2:10][CH2:11][CH2:12]1. The reactants are Cl (HCl), C(C)(C)(C)OC1=CC=C(C(=O)N[C@@H]2CN(CCC[C@H]2OC(C2=CC=C(C=C2)C(C2=CC=CC=C2)=O)=O)C(=O)OC(C)(C)C)C=C1 (tert-butyl (3R,4R)-3-(4-tert-butoxy-benzoylamino)-4-(4-benzoyl-benzoyloxy)-azepan-1-carboxylate). The solvent is C(C)(=O)OCC (ethyl acetate), C(C)(=O)OCC (ethyl acetate). Conditions: time 8 hour. The product is Cl.OC1=CC=C(C(=O)NC2CNCCCC2OC(C2=CC=C(C=C2)C(C2=CC=CC=C2)=O)=O)C=C1 (3-(4-hydroxy-benzoylamino)-4-(4-benzoyl-benzoyloxy)-hexahydroazepine hydrochloride). As a reaction SMILES: [ClH:1].C([O:6][C:7]1[CH:46]=[CH:45][C:10]([C:11]([NH:13][C@H:14]2[C@H:20]([O:21][C:22](=[O:37])[C:23]3[CH:28]=[CH:27][C:26]([C:29](=[O:36])[C:30]4[CH:35]=[CH:34][CH:33]=[CH:32][CH:31]=4)=[CH:25][CH:24]=3)[CH2:19][CH2:18][CH2:17][N:16](C(OC(C)(C)C)=O)[CH2:15]2)=[O:12])=[CH:9][CH:8]=1)(C)(C)C>C(OCC)(=O)C>[ClH:1].[OH:6][C:7]1[CH:46]=[CH:45][C:10]([C:11]([NH:13][CH:14]2[CH:20]([O:21][C:22](=[O:37])[C:23]3[CH:28]=[CH:27][C:26]([C:29](=[O:36])[C:30]4[CH:31]=[CH:32][CH:33]=[CH:34][CH:35]=4)=[CH:25][CH:24]=3)[CH2:19][CH2:18][CH2:17][NH:16][CH2:15]2)=[O:12])=[CH:9][CH:8]=1 |f:3.4|. Procedure details: 3.0 ml of 5N HCl in ethyl acetate were added at room temperature while stirring to 922 mg of the azepine prepared in Example 19 in 4.0 ml of ethyl acetate. The reaction mixture was stirred at room temperature overnight and the precipitate was filtered off, washed three times with 2 ml of ethyl acetate and dried at 50° C./25 mbar for 16 hours yielding 0.70 g of 3-(4-hydroxy-benzoylamino)-4-(4-benzoyl-benzoyloxy)-hexahydroazepine hydrochloride. The reactants are CC(C)CN, CCN=C=NCCCN(C)C, ClCCl, CN(CCC(=O)O)C(=O)OC(Cc1ccccc1)C(=O)OCc1ccccc1, Cl. Yields the product CC(C)CNC(=O)CCN(C)C(=O)OC(Cc1ccccc1)C(=O)OCc1ccccc1. As a reaction SMILES: [CH2:29]([CH:30]([CH3:31])[CH3:32])[NH2:33].[CH2:35]([N:36]=[C:37]=[N:38][CH2:39][CH2:40][CH2:41][N:42]([CH3:43])[CH3:44])[CH3:45].[CH2:46]([Cl:47])[Cl:48].[CH3:1][N:2]([CH2:3][CH2:4][C:5](=[O:6])[OH:7])[C:8](=[O:9])[O:10][CH:11]([C:12](=[O:13])[O:14][CH2:15][c:16]1[cH:17][cH:18][cH:19][cH:20][cH:21]1)[CH2:22][c:23]1[cH:24][cH:25][cH:26][cH:27][cH:28]1.[ClH:34]>>[CH3:1][N:2]([CH2:3][CH2:4][C:5](=[O:6])[NH:33][CH2:29][CH:30]([CH3:31])[CH3:32])[C:8](=[O:9])[O:10][CH:11]([C:12](=[O:13])[O:14][CH2:15][c:16]1[cH:17][cH:18][cH:19][cH:20][cH:21]1)[CH2:22][c:23]1[cH:24][cH:25][cH:26][cH:27][cH:28]1. Reactants: OCCN1C=NC2=C1C(=NC(=C2)C2=CC=C(C=C2)N2CCN(CC2)C2COC2)O[C@H](C)[C@@H]2CC(NC2)=O ((R)-4-((R)-1-((3-(2-hydroxyethyl)-6-(4-(4-(oxetan-3-yl)piperazin-1-yl)phenyl)-3H-imidazo[4,5-c]pyridin-4-yl)oxy)ethyl)pyrrolidin-2-one), ClC1=CC2=C(C(=N1)O[C@H](C)[C@@H]1CC(NC1)=O)N(C=N2)CCO ((R)-4-((R)-1-((6-chloro-3-(2-hydroxyethyl)-3H-imidazo[4,5-c]pyridin-4-yl)oxy)ethyl)pyrrolidin-2-one), O1CC(C1)N1CCN(CC1)C1=CC=C(C=C1)B1OC(C(O1)(C)C)(C)C (1-(oxetan-3-yl)-4-(4-(4,4,5,5-tetramethyl-1,3,2-dioxaborolan-2-yl)phenyl)piperazine), C([O-])([O-])=O.[Cs+].[Cs+] (Cesium Carbonate). Reagents/catalysts: PEPPSI″-IPr. Solvent: O (water), CO (methanol), ClCCl (dichloromethane), O1CCOCC1 (dioxane). Conditions: temperature 100 celsius. Product: C1(CC1)N1C=NC2=C1C(=NC(=C2)C=2C=C1C(=NN(C1=CC2)C)C)O[C@H](C)[C@@H]2CC(NC2)=O ((R)-4-((R)-1-((3-cyclopropyl-6-(1,3-dimethyl-1H-indazol-5-yl)-3H-imidazo[4,5-c]pyridin-4-yl)oxy)ethyl)pyrrolidin-2-one). RXN SMILES: O[CH2:2][CH2:3][N:4]1[C:8]2[C:9]([O:29][C@@H:30]([C@H:32]3[CH2:36][NH:35][C:34](=[O:37])[CH2:33]3)[CH3:31])=[N:10][C:11]([C:13]3[CH:18]=[CH:17][C:16]([N:19]4[CH2:24]CN(C5COC5)CC4)=[CH:15][CH:14]=3)=[CH:12][C:7]=2[N:6]=[CH:5]1.ClC1[N:44]=[C:43](O[C@@H]([C@H]2CNC(=O)C2)C)[C:42]2N(CCO)C=NC=2C=1.O1CC(N2CCN(C3C=CC(B4OC(C)(C)C(C)(C)O4)=CC=3)CC2)[CH2:61]1.C(=O)([O-])[O-].[Cs+].[Cs+]>O1CCOCC1.O.CO.ClCCl>[CH:3]1([N:4]2[C:8]3[C:9]([O:29][C@@H:30]([C@H:32]4[CH2:36][NH:35][C:34](=[O:37])[CH2:33]4)[CH3:31])=[N:10][C:11]([C:13]4[CH:18]=[C:17]5[C:16](=[CH:15][CH:14]=4)[N:19]([CH3:24])[N:44]=[C:43]5[CH3:42])=[CH:12][C:7]=3[N:6]=[CH:5]2)[CH2:61][CH2:2]1 |f:3.4.5|. Reported procedure: Preparation of (R)-4-((R)-1-((3-(2-hydroxyethyl)-6-(4-(4-(oxetan-3-yl)piperazin-1-yl)phenyl)-3H-imidazo[4,5-c]pyridin-4-yl)oxy)ethyl)pyrrolidin-2-one: In a 25 mL sealed tube a mixture of (R)-4-((R)-1-((6-chloro-3-(2-hydroxyethyl)-3H-imidazo[4,5-c]pyridin-4-yl)oxy)ethyl)pyrrolidin-2-one (85 mg, 0.26 mmol), 1-(oxetan-3-yl)-4-(4-(4,4,5,5-tetramethyl-1,3,2-dioxaborolan-2-yl)phenyl)piperazine (108.12 mg, 0.31 mmol), Cesium Carbonate (255 mg, 0.78 mmol), & PEPPSI″-IPr catalyst (20 mg, 0.03 mmol) were ... Reactants: COC(=O)C(CC1CCC1)c1ccc([N+](=O)[O-])c(OCC(F)(F)F)c1, CCO. Product: COC(=O)C(CC1CCC1)c1ccc(N)c(OCC(F)(F)F)c1. Reaction SMILES: [CH3:1][O:2][C:3]([CH:4]([CH2:5][CH:6]1[CH2:7][CH2:8][CH2:9]1)[c:10]1[cH:11][c:12]([O:19][CH2:20][C:21]([F:22])([F:23])[F:24])[c:13]([N+:16]([O-:17])=[O:18])[cH:14][cH:15]1)=[O:25].[CH3:26][CH2:27][OH:28]>>[CH3:1][O:2][C:3]([CH:4]([CH2:5][CH:6]1[CH2:7][CH2:8][CH2:9]1)[c:10]1[cH:11][c:12]([O:19][CH2:20][C:21]([F:22])([F:23])[F:24])[c:13]([NH2:16])[cH:14][cH:15]1)=[O:25].